From a dataset of the Open Reaction Database (ORD), a public repository of structured organic reaction records. describe an organic reaction: reactants, conditions, products, and yield The reactants are Cl (hydrochloric acid), C(C)(C)NC(C)C (diisopropylamine), C(CCC)[Mg]Cl (n-butylmagnesium chloride), C(C)(C)(C)OC(=O)N[C@H](C(=O)OC)CC1=CC=CC=C1 (methyl (S)-2-tert-butyloxycarbonylamino-3-phenylpropanoate), ClCCl (dichloromethane). Solvent: C(C)(=O)OCC (ethyl acetate), O (water), C1CCOC1 (THF). Reaction conditions: time 2 hour. Product: C(C1=CC=CC=C1)[C@@H](C(C(Cl)Cl)=O)NC(OC(C)(C)C)=O (tert-butyl (S)-(1-benzyl-3,3-dichloro-2-oxopropyl)carbamate). Isolated yield 33.0%. Reaction SMILES: C(NC(C)C)(C)C.C([Mg]Cl)CCC.[C:14]([O:18][C:19]([NH:21][C@@H:22]([CH2:27][C:28]1[CH:33]=[CH:32][CH:31]=[CH:30][CH:29]=1)[C:23]([O:25]C)=O)=[O:20])([CH3:17])([CH3:16])[CH3:15].[Cl:34][CH2:35][Cl:36].Cl>C(OCC)(=O)C.O.C1COCC1>[CH2:27]([C@H:22]([NH:21][C:19](=[O:20])[O:18][C:14]([CH3:15])([CH3:16])[CH3:17])[C:23](=[O:25])[CH:35]([Cl:36])[Cl:34])[C:28]1[CH:33]=[CH:32][CH:31]=[CH:30][CH:29]=1. Procedure: Under nitrogen gas, diisopropylamine (19.92 g, 196.9 mmol) was added to n-butylmagnesium chloride (1.8 mol/kg, 99.4 g, 179 mmol) over 30 minutes at 40° C. and the mixture was further stirred for 2 hours at the same temperature to prepare a white slurry (liquor A). Separately, under nitrogen gas in another vessel, a solution was prepared from methyl (S)-2-tert-butyloxycarbonylamino-3-phenylpropanoate (10.0 g, 35.8 mmol), dichloromethane (6.09 g, 71.6 mmol) and THF (20 g) (liquor B). To this liquo... The reactants are solid, Cl.Cl.Cl.O1CCC=2C1=C(N=CC2)N2CCN(CC2)CC[C@@H]2CC[C@H](CC2)N (trans-4-{2-[4-(2,3-dihydro-furo[2,3-c]pyridin-7-yl)-piperazin-1-yl]-ethyl}-cyclohexylamine trihydrochloride), Cl.Cl.Cl.O1CCC=2C1=C(N=CC2)N2CCN(CC2)CC[C@@H]2CC[C@H](CC2)N (trans-4-{2-[4-(2,3-dihydro-furo[2,3-c]pyridin-7-yl)-piperazin-1-yl]-ethyl}-cyclohexylamine trihydrochloride), O1[C@@H](COCC1)CC(=O)O ((R)-2-(1,4-dioxan-2-yl)acetic acid). The product is O1CCC=2C1=C(N=CC2)N2CCN(CC2)CC[C@@H]2CC[C@H](CC2)NC(C[C@H]2OCCOC2)=O (trans-N-(4-{2-[4-(2,3-Dihydro-furo[2,3-c]pyridin-7-yl)-piperazin-1-yl]-ethyl}-cyclohexyl)-2-(R)-[1,4]dioxan-2-yl-acetamide). As a reaction SMILES: Cl.Cl.Cl.[O:4]1[C:8]2=[C:9]([N:13]3[CH2:18][CH2:17][N:16]([CH2:19][CH2:20][C@H:21]4[CH2:26][CH2:25][C@H:24]([NH2:27])[CH2:23][CH2:22]4)[CH2:15][CH2:14]3)[N:10]=[CH:11][CH:12]=[C:7]2[CH2:6][CH2:5]1.[O:28]1[CH2:33][CH2:32][O:31][CH2:30][C@H:29]1[CH2:34][C:35](O)=[O:36]>>[O:4]1[C:8]2=[C:9]([N:13]3[CH2:18][CH2:17][N:16]([CH2:19][CH2:20][C@H:21]4[CH2:26][CH2:25][C@H:24]([NH:27][C:35](=[O:36])[CH2:34][C@@H:29]5[CH2:30][O:31][CH2:32][CH2:33][O:28]5)[CH2:23][CH2:22]4)[CH2:15][CH2:14]3)[N:10]=[CH:11][CH:12]=[C:7]2[CH2:6][CH2:5]1 |f:0.1.2.3|. Reported procedure: The title compound, white solid (52 mg, 71%), MS (ISP) m/z=459.5 [(M+H)+], mp 181° C., was prepared in accordance with the general method of example 6 from trans-4-{2-[4-(2,3-dihydro-furo[2,3-c]pyridin-7-yl)-piperazin-1-yl]-ethyl}-cyclohexylamine trihydrochloride (intermediate B) (70.4 mg, 0.16 mmol) (R)-2-(1,4-dioxan-2-yl)acetic acid. Starting materials: C(C(=O)OCC)(=O)OCC (diethyl oxalate), FC1=CC(=C(C=C1F)N)N (4,5-difluoro-1,2-diaminobenzene). The product is FC=1C=C2NC(C(NC2=CC1F)=O)=O (6,7-Difluoro-1,4-dihydro-2,3-quinoxalinedione). RXN SMILES: [C:1]([O:8]CC)(=O)[C:2]([O:4]CC)=O.[F:11][C:12]1[C:17]([F:18])=[CH:16][C:15]([NH2:19])=[C:14]([NH2:20])[CH:13]=1>>[F:11][C:12]1[CH:13]=[C:14]2[C:15](=[CH:16][C:17]=1[F:18])[NH:19][C:1](=[O:8])[C:2](=[O:4])[NH:20]2. Procedure details: The title compound (Sarges, R. et al., J. Med. Chem. 33: 2240 (1990)) was prepared using an adaptation of the method of Cheeseman. (Cheeseman, G. W. H. J. Chem. Soc. 1171 (1962)). A mixture of diethyl oxalate (1.11 g, 7.63 mmol and 4,5-difluoro-1,2-diaminobenzene (110 mg, 0.763 mmol) was heated to reflux under N2 for 2 h. The reaction was allowed to cool to room temperature and the solid collected by vacuum filtration and rinsed with hexanes and air dried. This gray brown solid was recrystallize... Solvent: C(C)#N (acetonitrile). Run at time 8 hour. Starting materials: C(C)(C)(C)C(=O)CN1C([C@@H](CN(C2=C1C=CC=C2)C2CCCCC2)NC(NC=2C=C(C=CC2)C(C(=O)O)(C)C)=O)=O ((R)-(−)-2-[3-[3-(1-tert-Butylcarbonylmethyl-2-oxo-5-c yclohexyl-1,3,4,5-tetrahydro-2H-1,5-benzodiazepin-3-yl)urei do]phenyl]-2-methylpropionic acid), N[C@@H]1CC[C@H](CC1)O (Trans-4-amino-cyclohexanol). The product is N[C@@H]1CC[C@H](CC1)O.C(C)(C)(C)C(=O)CN1C([C@@H](CN(C2=C1C=CC=C2)C2CCCCC2)NC(NC=2C=C(C=CC2)C(C(=O)O)(C)C)=O)=O ((R)-2-[3-[3-(1-tert-butylcarbonylmethyl-2-oxo-5-cyclohexyl-1,3,4,5-tetrahydro-2H-1,5-benzodi azepin-3-yl)ureido]phenyl]-2-methylpropionic acid trans-4-aminocyclohexanol salt). Procedure: (R)-(−)-2-[3-[3-(1-tert-Butylcarbonylmethyl-2-oxo-5-c yclohexyl-1,3,4,5-tetrahydro-2H-1,5-benzodiazepin-3-yl)urei do]phenyl]-2-methylpropionic acid (42 mg) was dissolved in acetonitrile (0.5 mL). Trans-4-amino-cyclohexanol (8 mg) was added and then dissolved under heat. After the mixture was allowed to stand overnight, crystals so precipitated were collected by filtration and dried, whereby the title compound (39 mg) was obtained. Yield: 77%. As a reaction SMILES: [C:1]([C:5]([CH2:7][N:8]1[C:14]2[CH:15]=[CH:16][CH:17]=[CH:18][C:13]=2[N:12]([CH:19]2[CH2:24][CH2:23][CH2:22][CH2:21][CH2:20]2)[CH2:11][C@@H:10]([NH:25][C:26](=[O:40])[NH:27][C:28]2[CH:29]=[C:30]([C:34]([CH3:39])([CH3:38])[C:35]([OH:37])=[O:36])[CH:31]=[CH:32][CH:33]=2)[C:9]1=[O:41])=[O:6])([CH3:4])([CH3:3])[CH3:2].[NH2:42][C@H:43]1[CH2:48][CH2:47][C@H:46]([OH:49])[CH2:45][CH2:44]1>C(#N)C>[NH2:42][C@H:43]1[CH2:48][CH2:47][C@H:46]([OH:49])[CH2:45][CH2:44]1.[C:1]([C:5]([CH2:7][N:8]1[C:14]2[CH:15]=[CH:16][CH:17]=[CH:18][C:13]=2[N:12]([CH:19]2[CH2:20][CH2:21][CH2:22][CH2:23][CH2:24]2)[CH2:11][C@@H:10]([NH:25][C:26](=[O:40])[NH:27][C:28]2[CH:29]=[C:30]([C:34]([CH3:39])([CH3:38])[C:35]([OH:37])=[O:36])[CH:31]=[CH:32][CH:33]=2)[C:9]1=[O:41])=[O:6])([CH3:4])([CH3:2])[CH3:3] |f:3.4|. The yield is 82.8%. Starting materials: OO (hydrogen peroxide), ClC=1C=C(C=CC1S(=O)(=O)C)C(C(=O)NC1=NC=CN=C1)C[C@@H]1CSCCC1 (2-(3-chloro-4-methanesulfonyl-phenyl)-N-pyrazin-2-yl-3-(tetrahydro-thiopyran-3(R)-yl)-propionamide), C(=O)O (formic acid). Reaction conditions: temperature 0 celsius, time 10 minute. The product is 12S, ClC=1C=C(C=CC1S(=O)(=O)C)C(C(=O)NC1=NC=CN=C1)C[C@@H]1CS(CCC1)=O (2-(3-chloro-4-methanesulfonyl-phenyl)-3-(1-oxo-hexahydro-1λ4-thiopyran-3(R)-yl)-N-pyrazin-2-yl-propionamide). Isolated yield 96.6%. RXN SMILES: [Cl:1][C:2]1[CH:3]=[C:4]([CH:12]([CH2:22][C@H:23]2[CH2:28][CH2:27][CH2:26][S:25][CH2:24]2)[C:13]([NH:15][C:16]2[CH:21]=[N:20][CH:19]=[CH:18][N:17]=2)=[O:14])[CH:5]=[CH:6][C:7]=1[S:8]([CH3:11])(=[O:10])=[O:9].C(O)=[O:30].OO>>[Cl:1][C:2]1[CH:3]=[C:4]([CH:12]([CH2:22][C@H:23]2[CH2:28][CH2:27][CH2:26][S:25](=[O:30])[CH2:24]2)[C:13]([NH:15][C:16]2[CH:21]=[N:20][CH:19]=[CH:18][N:17]=2)=[O:14])[CH:5]=[CH:6][C:7]=1[S:8]([CH3:11])(=[O:10])=[O:9]. Procedure details: A slurry of 2-(3-chloro-4-methanesulfonyl-phenyl)-N-pyrazin-2-yl-3-(tetrahydro-thiopyran-3(R)-yl)-propionamide (prepared as in Example 18, 10.0 mg, 0.0227 mmol) in formic acid (68.5 μL, 1.816 mmol) cooled to 0° C. was treated with a 30% aqueous hydrogen peroxide solution (7.7 μL, 0.068). The resulting solution was stirred at 0° C. for 10 min. The reaction was quenched by the addition of a 10% aqueous sodium sulfite solution (1 mL) and then extracted with ethyl acetate (2×5 mL). The organics were...